This data is from the Open Reaction Database (ORD), a public repository of structured organic reaction records. The task is: describe an organic reaction: reactants, conditions, products, and yield Reactants: C(C)(C)(C)OC(=O)N1[C@@H](CC(C1)=NOC)C(=O)O ((2S,4EZ)-1-(tert-butoxycarbonyl)-4-(methoxyimino)-2-pyrrolidinecarboxylic acid), CC1=C(C=CC=C1)C1=CC(=C(C=C1)C(=O)O)C (2′,3-dimethyl[1,1′-biphenyl]4-carboxylic acid), NCC(O)C1=CC=CC=C1 ((1RS)-2-amino-1-phenylethanol). Yields the product CC1=C(C=CC=C1)C1=CC(=C(C=C1)C(=O)N1[C@@H](CC(C1)=NOC)C(=O)NCC(C1=CC=CC=C1)O)C ((2S,4EZ)-1-[(2′,3-dimethyl[1,1′-biphenyl]-4-yl)carbonyl]-N-[(2RS)-2-hydroxy-2-phenylethyl]-4-(methoxyimino)-2-pyrrolidinecarboxamide). As a reaction SMILES: C(O[C:6]([N:8]1[CH2:12][C:11](=[N:13][O:14][CH3:15])[CH2:10][C@H:9]1[C:16]([OH:18])=O)=[O:7])(C)(C)C.[CH3:19][C:20]1[CH:25]=[CH:24][CH:23]=[CH:22][C:21]=1[C:26]1[CH:31]=[CH:30][C:29](C(O)=O)=[C:28]([CH3:35])[CH:27]=1.[NH2:36][CH2:37][CH:38]([C:40]1[CH:45]=[CH:44][CH:43]=[CH:42][CH:41]=1)[OH:39]>>[CH3:19][C:20]1[CH:25]=[CH:24][CH:23]=[CH:22][C:21]=1[C:26]1[CH:31]=[CH:30][C:29]([C:6]([N:8]2[CH2:12][C:11](=[N:13][O:14][CH3:15])[CH2:10][C@H:9]2[C:16]([NH:36][CH2:37][CH:38]([OH:39])[C:40]2[CH:45]=[CH:44][CH:43]=[CH:42][CH:41]=2)=[O:18])=[O:7])=[C:28]([CH3:35])[CH:27]=1. Reported procedure: Following the general method as outlined in Example 22, starting from (2S,4EZ)-1-(tert-butoxycarbonyl)-4-(methoxyimino)-2-pyrrolidinecarboxylic acid, 2′,3-dimethyl[1,1′-biphenyl]4-carboxylic acid, and (1RS)-2-amino-1-phenylethanol, the title compound was obtained in 83% purity by HPLC. MS(ESI+): m/z=486. RXN SMILES: [CH3:1][S:2](Cl)(=[O:4])=[O:3].[Na].[C:7]([C:9](=[N:18][OH:19])[C:10]1[C:15]([Cl:16])=C[CH:13]=[CH:12][C:11]=1[Cl:17])#[N:8].[CH3:20]C(C)=O>>[CH3:20][O:19][N:18]=[C:9]([C:7]#[N:8])[C:10]1[CH:15]([Cl:16])[C:1](=[S:2](=[O:4])=[O:3])[CH:13]=[CH:12][C:11]=1[Cl:17] |^1:5|. Product: CON=C(C=1C(C(C=CC1Cl)=S(=O)=O)Cl)C#N (O-methyl sulfonyl-alpha-cyano-2,6-dichlorobenzaldoxime). Starting materials: CS(=O)(=O)Cl (methylsulfonyl chloride), [Na] (sodium), C(#N)C(C1=C(C=CC=C1Cl)Cl)=NO (alpha-cyano-2,6-dichlorobenzaldoxime), CC(=O)C (acetone). Reported procedure: A 3.3 g (0.028 mol) sample of methylsulfonyl chloride was added slowly to a slurry of 6.5 g (0.027 mol) of the sodium salt of alpha-cyano-2,6-dichlorobenzaldoxime in 60 ml acetone. The reaction was exothermic. After the addition was completed, the reaction mixture was stirred at about 25° C. for 1 hour, filtered and evaporated under reduced pressure to give a tan oil which crystallized to give the product. Recrystallization from ether/hexane gave the product as white crystals, m.p. 81-82. Nuclea... Reaction conditions: temperature 25 celsius, time 1 hour. Starting materials: CC(C)(C)[O-].[K+] (KOtBu), OC(C1=C2C=CC(=CC2=CC=C1C1=C(C(=CC(=C1)F)F)F)O)C1=CC=C(C=C1)OCCN1CCCCC1 (5-{hydroxy-[4-(2-piperidin-1-yl-ethoxy)-phenyl]-methyl}-6-(2,3,5-trifluoro-phenyl)-naphthalen-2-ol), C1CCOC1 (THF), [Cl-].[NH4+] (ammonium chloride). Product: FC1=C2OC(C3=C4C=CC(=CC4=CC=C3C2=CC(=C1)F)O)C1=CC=C(C=C1)OCCN1CCCCC1 (7,9-Difluoro-5-[4-(2-piperidin-1-yl-ethoxy)-phenyl]-5H-6-oxa-chrysen-2-ol). The yield is 90.0%. As a reaction SMILES: [OH:1][CH:2]([C:23]1[CH:28]=[CH:27][C:26]([O:29][CH2:30][CH2:31]N2CCCCC2)=[CH:25][CH:24]=1)[C:3]1[C:12]([C:13]2[CH:18]=[C:17]([F:19])[CH:16]=[C:15]([F:20])[C:14]=2F)=[CH:11][CH:10]=[C:9]2[C:4]=1[CH:5]=[CH:6][C:7]([OH:22])=[CH:8]2.C[C:39]([O-])([CH3:41])[CH3:40].[K+].[Cl-].[NH4+:45].[CH2:46]1COC[CH2:47]1>>[F:20][C:15]1[CH:16]=[C:17]([F:19])[CH:18]=[C:13]2[C:14]=1[O:1][CH:2]([C:23]1[CH:24]=[CH:25][C:26]([O:29][CH2:30][CH2:31][N:45]3[CH2:41][CH2:39][CH2:40][CH2:47][CH2:46]3)=[CH:27][CH:28]=1)[C:3]1[C:12]2=[CH:11][CH:10]=[C:9]2[C:4]=1[CH:5]=[CH:6][C:7]([OH:22])=[CH:8]2 |f:1.2,3.4|. Reported procedure: Dissolve 5-{hydroxy-[4-(2-piperidin-1-yl-ethoxy)-phenyl]-methyl}-6-(2,3,5-trifluoro-phenyl)-naphthalen-2-ol (4.3 g, 3.0 mmol) in dry THF (85 mL). Add KOtBu (2.4 g, 21.3 mmol) and stir at room temperature for 3 hours. Pour into saturated aqueous ammonium chloride and extract twice with methylene chloride. Dry the organic layer with sodium sulfate, filter and concentrate in vacuo to yield 3.7 g (90%) of the title compound: mass spectrum (ion spray) m/z=488.2 (M+H). The mixture is purified by chira... Reactants: FC1=C(C#N)C=CC=C1 (2-fluorobenzonitrile), NC=1OC[C@]2(C3=CC(=CC=C3OC=3C=CC(=CC23)Br)O)N1 ((R)-2-amino-2′-bromo-5H-spiro[oxazole-4,9′-xanthen]-7′-ol), C([O-])([O-])=O.[Cs+].[Cs+] (cesium carbonate), NC=1OC[C@]2(C3=CC(=CC=C3OC=3C=CC(=CC23)Br)OC2=C(C#N)C=CC=C2)N1 ((R)-2-(2-amino-2′-bromo-5H-spiro[oxazole-4,9′-xanthene]-7′-yloxy)benzonitrile), N1=CC(=CC=C1)B(O)O (pyridin-3-ylboronic acid), C([O-])([O-])=O.[K+].[K+] (potassium carbonate), aq. solution. The reagents and catalysts are C=1C=CC(=CC1)[P](C=2C=CC=CC2)(C=3C=CC=CC3)[Pd]([P](C=4C=CC=CC4)(C=5C=CC=CC5)C=6C=CC=CC6)([P](C=7C=CC=CC7)(C=8C=CC=CC8)C=9C=CC=CC9)[P](C=1C=CC=CC1)(C=1C=CC=CC1)C=1C=CC=CC1 (tetrakis(triphenylphosphine)palladium(0)). Run in CCOC(=O)C (EtOAc), O (water), CCOC(=O)C (EtOAc), CN(C)C=O (DMF), C1CCOC1 (THF). Run at temperature 85 celsius, time 15 minute. Product: NC=1OC[C@]2(C3=CC(=CC=C3OC=3C=CC(=CC23)C=2C=NC=CC2)OC2=C(C#N)C=CC=C2)N1 ((S)-2-(2-amino-2′-(pyridin-3-yl)-5H-spiro[oxazole-4,9′-xanthene]-7′-yloxy)benzonitrile). RXN SMILES: NC1OC[C@:5]2([N:21]=1)[C:18]1C=C(Br)[CH:15]=[CH:14][C:13]=1OC1C2=CC(O)=CC=1.C(=O)([O-])[O-].[Cs+].[Cs+].FC1C=CC=CC=1C#N.[NH2:37][C:38]1[O:39][CH2:40][C@:41]2([N:65]=1)[C:54]1[CH:53]=[C:52](Br)[CH:51]=[CH:50][C:49]=1[O:48][C:47]1[C:42]2=[CH:43][C:44]([O:56][C:57]2[CH:64]=[CH:63][CH:62]=[CH:61][C:58]=2[C:59]#[N:60])=[CH:45][CH:46]=1.N1C=CC=C(B(O)O)C=1.C(=O)([O-])[O-].[K+].[K+]>O.CCOC(C)=O.C1C=CC([P]([Pd]([P](C2C=CC=CC=2)(C2C=CC=CC=2)C2C=CC=CC=2)([P](C2C=CC=CC=2)(C2C=CC=CC=2)C2C=CC=CC=2)[P](C2C=CC=CC=2)(C2C=CC=CC=2)C2C=CC=CC=2)(C2C=CC=CC=2)C2C=CC=CC=2)=CC=1.C1COCC1.CN(C=O)C>[NH2:37][C:38]1[O:39][CH2:40][C@:41]2([N:65]=1)[C:54]1[CH:53]=[C:52]([C:18]3[CH:5]=[N:21][CH:15]=[CH:14][CH:13]=3)[CH:51]=[CH:50][C:49]=1[O:48][C:47]1[C:42]2=[CH:43][C:44]([O:56][C:57]2[CH:64]=[CH:63][CH:62]=[CH:61][C:58]=2[C:59]#[N:60])=[CH:45][CH:46]=1 |f:1.2.3,7.8.9,^1:91,93,112,131|. Reported procedure: A vial was charged with (R)-2-amino-2′-bromo-5H-spiro[oxazole-4,9′-xanthen]-7′-ol (210 mg, 0.605 mmol), cesium carbonate (237 mg, 0.726 mmol), and DMF (4033 μL). The mixture was stirred for 15 min, then 2-fluorobenzonitrile (81 μL, 0.665 mmol) was added. The mixture was heated at 85° C. overnight. The reaction was diluted with water and EtOAc. The aqueous layer was extracted with EtOAc (2×). The combined organic extracts were dried over sodium sulfate, filtered, and evaporated. The residue was c... The reactants are CCOC(=O)c1ccc(CC#N)cc1, CCOC(C)=O, CC(O)c1ccccc1N1CCCCC1, O, O=S(=O)(O)O. Product: C=Cc1ccccc1N1CCCCC1. Reaction SMILES: [CH2:21]([O:22][C:23](=[O:24])[c:25]1[cH:26][cH:27][c:28]([CH2:29][C:30]#[N:31])[cH:32][cH:33]1)[CH3:34].[CH3:35][CH2:36][O:37][C:38](=[O:39])[CH3:40].[N:6]1([c:12]2[c:13]([CH:18]([CH3:19])[OH:20])[cH:14][cH:15][cH:16][cH:17]2)[CH2:7][CH2:8][CH2:9][CH2:10][CH2:11]1.[OH2:41].[S:1](=[O:2])(=[O:3])([OH:4])[OH:5]>>[N:6]1([c:12]2[c:13]([CH:18]=[CH2:19])[cH:14][cH:15][cH:16][cH:17]2)[CH2:7][CH2:8][CH2:9][CH2:10][CH2:11]1. Starting materials: ClCCCCO (4-chloro-1-butanol), S(O)(O)(=O)=O (sulfuric acid), FC1=CC=C(C(C2=CC=C(C=C2)F)O)C=C1 (4,4′-difluorobenzhydrol). The solvent is C1(=CC=CC=C1)C (toluene). Yields the product FC1=CC=C(C=C1)C(OCCCCCl)C1=CC=C(C=C1)F (1-[Bis(4-fluorophenyl)methoxy]-4-chlorobutane). Isolated yield 75.0%. As a reaction SMILES: [Cl:1][CH2:2][CH2:3][CH2:4][CH2:5][OH:6].S(=O)(=O)(O)O.[F:12][C:13]1[CH:27]=[CH:26][C:16]([CH:17](O)[C:18]2[CH:23]=[CH:22][C:21]([F:24])=[CH:20][CH:19]=2)=[CH:15][CH:14]=1>C1(C)C=CC=CC=1>[F:12][C:13]1[CH:14]=[CH:15][C:16]([CH:17]([C:18]2[CH:23]=[CH:22][C:21]([F:24])=[CH:20][CH:19]=2)[O:6][CH2:5][CH2:4][CH2:3][CH2:2][Cl:1])=[CH:26][CH:27]=1. Reported procedure: A mixture of 4-chloro-1-butanol (6.51 g, 60 mmol), 1 mL of concentrated sulfuric acid and 4,4′-difluorobenzhydrol (2.2 g, 10 mmol) in 50 mL of toluene was heated at reflux for 12 h. The reaction mixture was cooled, washed successively with saturated sodium bicarbonate solution (50 mL) and water (50 mL). The organic layer was dried over MgSO4, filtered and the solvent was removed by rotary evaporation. The resultant brown oil was purified on a silica gel column. Elution with 2% ethyl acetate/hexa... The reactants are C(C)(=O)O[C@@H]1[C@H](O[C@H]([C@@H]1OC(C)=O)N1C2=NC(=NC(=C2N=C1)NCC(C1=CC=CC=C1)C1=CC=CC=C1)I)COC(C)=O ((2R,3R,4R,5R)-4-(Acetyloxy)-2-[(acetyloxy)methyl]-5-{6[(2,2-diphenylethyl)amino]-2-iodo-9H-purin-9-yl}tetrahydro-3-furanyl acetate), C([O-])([O-])=O.[Na+].[Na+] (sodium carbonate). Solvent: O.CO (methanol water). Reaction conditions: time 90 minute. Product: C1(=CC=CC=C1)C(CNC1=C2N=CN(C2=NC(=N1)I)[C@@H]1O[C@@H]([C@H]([C@H]1O)O)CO)C1=CC=CC=C1 ((2R,3R,4S,5R)-2-{6-[(2,2-Diphenylethyl)amino]-2-iodo-9H-purin-9-yl}-5-(hydroxymethyl)tetrahydro-3,4-furandiol). Isolated yield 100.5%. Reaction SMILES: C([O:4][C@H:5]1[C@@H:9]([O:10]C(=O)C)[C@H:8]([N:14]2[CH:22]=[N:21][C:20]3[C:15]2=[N:16][C:17]([I:38])=[N:18][C:19]=3[NH:23][CH2:24][CH:25]([C:32]2[CH:37]=[CH:36][CH:35]=[CH:34][CH:33]=2)[C:26]2[CH:31]=[CH:30][CH:29]=[CH:28][CH:27]=2)[O:7][C@@H:6]1[CH2:39][O:40]C(=O)C)(=O)C.C(=O)([O-])[O-].[Na+].[Na+]>O.CO>[C:32]1([CH:25]([C:26]2[CH:31]=[CH:30][CH:29]=[CH:28][CH:27]=2)[CH2:24][NH:23][C:19]2[N:18]=[C:17]([I:38])[N:16]=[C:15]3[C:20]=2[N:21]=[CH:22][N:14]3[C@H:8]2[C@H:9]([OH:10])[C@H:5]([OH:4])[C@@H:6]([CH2:39][OH:40])[O:7]2)[CH:33]=[CH:34][CH:35]=[CH:36][CH:37]=1 |f:1.2.3,4.5|. Procedure details: (2R,3R,4R,5R)-4-(Acetyloxy)-2-[(acetyloxy)methyl]-5-{6[(2,2-diphenylethyl)amino]-2-iodo-9H-purin-9-yl}tetrahydro-3-furanyl acetate (1.7 g, 2.43 mmol) (Preparation 1) was dissolved in 10:1, by volume, methanol water (88 ml). Solid sodium carbonate (1.5 g, 14.1 mmol) was added and the mixture stirred at room temperature for 90 minutes before removing the methanol by evaporation under reduced pressure. The residual aqueous solution was diluted with water (50 ml) and extracted with ethyl acetate (15... The reactants are ice, FC(C=1C=C(C(=O)N2CC(N(C[C@H]2CC2=CNC3=CC=CC=C23)CC(=O)OCC)=O)C=C(C1)C(F)(F)F)(F)F ((5R)-4-[3,5-bis(trifluoromethyl)benzoyl]-1-(ethoxycarbonylmethyl)-5-(1H-indol-3-ylmethyl)piperazin-2-one), [OH-].[Na+] (sodium hydroxide). The solvent is C(C)O (ethanol). Run at time 30 minute. Product: FC(C=1C=C(C(=O)N2CC(N(C[C@H]2CC2=CNC3=CC=CC=C23)CC(=O)O)=O)C=C(C1)C(F)(F)F)(F)F ((5R)-4-[3,5-bis(trifluoromethyl)benzoyl]-1-(carboxymethyl)-5-(1H-indol-3-ylmethyl)piperazin-2-one). Isolated yield 91.0%. Reaction SMILES: [F:1][C:2]([F:39])([F:38])[C:3]1[CH:4]=[C:5]([CH:31]=[C:32]([C:34]([F:37])([F:36])[F:35])[CH:33]=1)[C:6]([N:8]1[C@H:13]([CH2:14][C:15]2[C:23]3[C:18](=[CH:19][CH:20]=[CH:21][CH:22]=3)[NH:17][CH:16]=2)[CH2:12][N:11]([CH2:24][C:25]([O:27]CC)=[O:26])[C:10](=[O:30])[CH2:9]1)=[O:7].[OH-].[Na+]>C(O)C>[F:39][C:2]([F:1])([F:38])[C:3]1[CH:4]=[C:5]([CH:31]=[C:32]([C:34]([F:37])([F:36])[F:35])[CH:33]=1)[C:6]([N:8]1[C@H:13]([CH2:14][C:15]2[C:23]3[C:18](=[CH:19][CH:20]=[CH:21][CH:22]=3)[NH:17][CH:16]=2)[CH2:12][N:11]([CH2:24][C:25]([OH:27])=[O:26])[C:10](=[O:30])[CH2:9]1)=[O:7] |f:1.2|. Procedure details: To an ice-cooled solution of (5R)-4-[3,5-bis(trifluoromethyl)benzoyl]-1-(ethoxycarbonylmethyl)-5-(1H-indol-3-ylmethyl)piperazin-2-one (0.88 g) in ethanol (20 ml) was added 1N sodium hydroxide solution (1.58 ml). The mixture was stirred at the same temperature for 30 minutes and then at room temperature for 1 hour and 45 minutes. The mixture was concentrated under reduced pressure, and water and 1N hydrochloric acid (1.58 ml) were added to the residue under ice-cooling. The mixture was extracted ... Starting materials: CCO, Cl, N#CCc1ccc(F)cc1F. The product is Cl, CCOC(=N)Cc1ccc(F)cc1F. Reaction SMILES: [CH3:13][CH2:14][OH:15].[ClH:12].[F:1][c:2]1[c:3]([CH2:9][C:10]#[N:11])[cH:4][cH:5][c:6]([F:8])[cH:7]1>>[ClH:12].[F:1][c:2]1[c:3]([CH2:9][C:10](=[NH:11])[O:15][CH2:14][CH3:13])[cH:4][cH:5][c:6]([F:8])[cH:7]1.